This data is from the Open Reaction Database (ORD), a public repository of structured organic reaction records. The task is: describe an organic reaction: reactants, conditions, products, and yield The reactants are BrC1=C(C=C(C(=C1Br)OC)Br)NC(=S)NC(OCC)=O (Ethyl N-[(2,3,5-tribromo-4-methoxy-phenyl)carbamothioyl]carbamate), C(C)N (ethylamine). Reaction conditions: time 8 hour. The product is BrC1=C(C=C(C(=C1Br)OC)Br)NC(=S)N ((2,3,5-Tribromo-4-methoxy-phenyl)thiourea). RXN SMILES: [Br:1][C:2]1[C:7]([Br:8])=[C:6]([O:9][CH3:10])[C:5]([Br:11])=[CH:4][C:3]=1[NH:12][C:13]([NH:15]C(=O)OCC)=[S:14].C(N)C>>[Br:1][C:2]1[C:7]([Br:8])=[C:6]([O:9][CH3:10])[C:5]([Br:11])=[CH:4][C:3]=1[NH:12][C:13]([NH2:15])=[S:14]. Procedure: Ethyl N-[(2,3,5-tribromo-4-methoxy-phenyl)carbamothioyl]carbamate (500 mg, 1.02 mmol) was dissolved in ethylamine solution (5.09 mL, 10.18 mmol, 2 M in THF) and stirred at rt overnight. The mixture was concentrated to dryness under reduced pressure to give the desired compound as an off white solid. The mixture was used with no further purification in the next step. m/z: 416.83/418.84/420.83/422.83 [M+H]+. The reactants are COC(CN(C(CC(=O)OC)=O)CC(=O)OC)=O (N-(2-methoxycarbonylacetyl)iminodiacetic acid dimethyl ester), [Na] (sodium). The solvent is CO (methanol), CO (methanol). Conditions: time 1 hour. The product is COC(CN1C(C(=C(C1)O)C(=O)OC)=O)=O (2,5-dihydro-4-hydroxy-3-methoxycarbonyl-2-oxo-1H-pyrrole-1-acetic acid methyl ester). Reaction SMILES: [CH3:1][O:2][C:3](=[O:18])[CH2:4][N:5]([CH2:13][C:14](OC)=[O:15])[C:6](=[O:12])[CH2:7][C:8]([O:10][CH3:11])=[O:9].[Na]>CO>[CH3:1][O:2][C:3](=[O:18])[CH2:4][N:5]1[CH2:13][C:14]([OH:15])=[C:7]([C:8]([O:10][CH3:11])=[O:9])[C:6]1=[O:12] |^1:18|. Procedure details: 196.5 g (0.75 mol) of N-(2-methoxycarbonylacetyl)iminodiacetic acid dimethyl ester dissolved in 200 ml of methanol are added dropwise to a solution of 17.1 g of sodium (0.75 mol) in 900 ml of methanol. The reaction mixture is then heated under reflux for 12 hours, cooled to room temperature and concentrated to dryness by evaporation under a water-jet vacuum. The yellowish residue is dissolved in 500 ml of water, filtered over a layer of diatomaceous earth and then 160 ml of semi-concentrated aqu... Reactants: C(#CC(=O)OC)C(=O)OC (dimethyl acetylenedicarboxylate), COC1=C(N)C=CC=C1 (2-methoxyaniline), O(C1=CC=CC=C1)C1=CC=CC=C1 (Ph2O). Solvent: C1(=CC=CC=C1)C (toluene), CCCCCC (n-hexane), CO (MeOH). Conditions: time 8 hour. Product: COC(=O)C1=NC2=C(C=CC=C2C(=C1)O)OC (4-hydroxy-8-methoxyquinoline-2-carboxylic acid methyl ester). The yield is 57.5%. As a reaction SMILES: [C:1]([C:7]([O:9][CH3:10])=[O:8])#[C:2][C:3]([O:5]C)=O.[CH3:11][O:12][C:13]1[CH:19]=[CH:18][CH:17]=[CH:16][C:14]=1[NH2:15].O(C1C=CC=CC=1)C1C=CC=CC=1>CO.C1(C)C=CC=CC=1.CCCCCC>[CH3:10][O:9][C:7]([C:1]1[CH:2]=[C:3]([OH:5])[C:16]2[C:14](=[C:13]([O:12][CH3:11])[CH:19]=[CH:18][CH:17]=2)[N:15]=1)=[O:8]. Procedure details: 145.6 g of dimethyl acetylenedicarboxylate was dropwise added to a solution of 123.15 g of 2-methoxyaniline in MeOH (600 mL) at 0° C. over 30 minutes. The mixture was stirred at room temperature overnight, and the resulting solution was added to 700 mL of Ph2O heated at 235° C. (inner temperature) over 30 minutes. This was then heated for an additional 30 minutes. After cooled to room temperature, the reaction mixture was diluted with 700 mL of toluene and 700 mL of n-hexane, and stirred at 0° C... The reactants are BrC1=CC(=CO1)C(=O)O (5-bromo-3-furoic acid), acyl imidazole, C(=O)(N1C=NC=C1)N1C=NC=C1 (1,1'-carbonyldiimidazole), 5-bromo-3-furan-(1-imidazo)carboxamide, ClC1=CC=C2CC(N(C2=C1)C(=O)N)=O (6-chloro-2-oxindole-1-carboxamide). Reagents/catalysts: CN(C)C1=CC=NC=C1 (4-(N,N-dimethylamino)pyridine). The solvent is C(C)(=O)O (acetic acid). Yields the product ClC1=CC=C2C(C(N(C2=C1)C(=O)N)=O)C(=O)C1=COC(=C1)Br (6-Chloro-3-(5-bromo-3-furoyl)-2-oxindole-1-carboxamide). Isolated yield 11.0%. As a reaction SMILES: [Br:1][C:2]1[O:6][CH:5]=[C:4]([C:7]([OH:9])=O)[CH:3]=1.C(N1C=CN=C1)(N1C=CN=C1)=O.[Cl:22][C:23]1[CH:31]=[C:30]2[C:26]([CH2:27][C:28](=[O:35])[N:29]2[C:32]([NH2:34])=[O:33])=[CH:25][CH:24]=1>CN(C1C=CN=CC=1)C.C(O)(=O)C>[Cl:22][C:23]1[CH:31]=[C:30]2[C:26]([CH:27]([C:7]([C:4]3[CH:3]=[C:2]([Br:1])[O:6][CH:5]=3)=[O:9])[C:28](=[O:35])[N:29]2[C:32]([NH2:34])=[O:33])=[CH:25][CH:24]=1. Procedure: The experimental procedure used to produce the title compound was adopted from Example 55. A 750 mg (3.93 mmole) portion of 5-bromo-3-furoic acid (prepared according to Amaral, L., et al., J.O.C., 41, 2350 (1976)) was transformed into the acyl imidazole by reaction with 690 mg (4.25 mmole) of 1,1'-carbonyldiimidazole. The intermediate 5-bromo-3-furan-(1-imidazo)carboxamide coupled directly with 689 mg (3.27 mmole) of 6-chloro-2-oxindole-1-carboxamide in the presence of 1.08 g (8.83 mmole) of 4-(...